This data is from the Open Reaction Database (ORD), a public repository of structured organic reaction records. The task is: describe an organic reaction: reactants, conditions, products, and yield Procedure: A solution of 2,4-dichloro-5-methyl-pyrimidine (16.3 mg, 0.10 mmol, 1.0 equiv; commercially available) and 1-(3-ethoxy-4-methoxy-benzyl)-piperidin-4-ylamine (39.7 mg, 0.15 mmol, 1.5 equiv; intermediate A1) in ethylene glycol (2 mL) was heated by microwave irradiation to 200° C. for 15 min. Removal of the solvent under reduced pressure and purification by preparative HPLC on reversed phase eluting with a gradient of acetonitrile/water provided 4.0 mg (7%) of the title compound. MS (ESI): 391.4 [M... Yield: 7.0%. The reactants are C(C)OC=1C=C(CN2CCC(CC2)N)C=CC1OC (1-(3-ethoxy-4-methoxy-benzyl)-piperidin-4-ylamine), C(C)OC=1C=C(CN2CCC(CC2)N)C=CC1OC (1-(3-ethoxy-4-methoxy-benzyl)-piperidin-4-ylamine), ClC1=NC=C(C(=N1)Cl)C (2,4-dichloro-5-methyl-pyrimidine). Run in C(CO)O (ethylene glycol). RXN SMILES: [Cl:1][C:2]1[N:7]=[C:6](Cl)[C:5]([CH3:9])=[CH:4][N:3]=1.[CH2:10]([O:12][C:13]1[CH:14]=[C:15]([CH:24]=[CH:25][C:26]=1[O:27][CH3:28])[CH2:16][N:17]1[CH2:22][CH2:21][CH:20]([NH2:23])[CH2:19][CH2:18]1)[CH3:11]>C(O)CO>[Cl:1][C:2]1[N:7]=[C:6]([NH:23][CH:20]2[CH2:21][CH2:22][N:17]([CH2:16][C:15]3[CH:24]=[CH:25][C:26]([O:27][CH3:28])=[C:13]([O:12][CH2:10][CH3:11])[CH:14]=3)[CH2:18][CH2:19]2)[C:5]([CH3:9])=[CH:4][N:3]=1. The product is ClC1=NC=C(C(=N1)NC1CCN(CC1)CC1=CC(=C(C=C1)OC)OCC)C ((2-Chloro-5-methyl-pyrimidin-4-yl)-[1-(3-ethoxy-4-methoxy-benzyl)-piperidin-4-yl]-amine). The reactants are COc1ccc([N+](=O)[O-])cc1N1CCN(C(=O)OC(C)(C)C)CC1, CO. Product: COc1ccc(N)cc1N1CCN(C(=O)OC(C)(C)C)CC1. RXN SMILES: [C:1]([CH3:2])([CH3:3])([CH3:4])[O:5][C:6](=[O:7])[N:8]1[CH2:9][CH2:10][N:11]([c:14]2[c:15]([O:23][CH3:24])[cH:16][cH:17][c:18]([N+:20]([O-:21])=[O:22])[cH:19]2)[CH2:12][CH2:13]1.[CH3:25][OH:26]>>[C:1]([CH3:2])([CH3:3])([CH3:4])[O:5][C:6](=[O:7])[N:8]1[CH2:9][CH2:10][N:11]([c:14]2[c:15]([O:23][CH3:24])[cH:16][cH:17][c:18]([NH2:20])[cH:19]2)[CH2:12][CH2:13]1.